This data is from the Open Reaction Database (ORD), a public repository of structured organic reaction records. The task is: describe an organic reaction: reactants, conditions, products, and yield Reactants: COc1ccc(Cl)cc1C(=O)N=c1sc(C(C)(C)C)cn1CC(C)C, COc1ccc(P2(=S)SP(=S)(c3ccc(OC)cc3)S2)cc1, Cc1ccccc1. Product: COc1ccc(Cl)cc1C(=S)N=c1sc(C(C)(C)C)cn1CC(C)C. Reaction SMILES: [C:1]([CH3:2])([CH3:3])([CH3:4])[c:5]1[cH:6][n:7]([CH2:22][CH:23]([CH3:24])[CH3:25])[c:8](=[N:10][C:11]([c:12]2[c:13]([O:19][CH3:20])[cH:14][cH:15][c:16]([Cl:18])[cH:17]2)=[O:21])[s:9]1.[CH3:26][O:27][c:28]1[cH:29][cH:30][c:31]([P:32]2(=[S:33])[S:34][P:36](=[S:37])([c:38]3[cH:39][cH:40][c:41]([O:42][CH3:43])[cH:44][cH:45]3)[S:35]2)[cH:46][cH:47]1.[CH3:48][c:49]1[cH:50][cH:51][cH:52][cH:53][cH:54]1>>[C:1]([CH3:2])([CH3:3])([CH3:4])[c:5]1[cH:6][n:7]([CH2:22][CH:23]([CH3:24])[CH3:25])[c:8](=[N:10][C:11]([c:12]2[c:13]([O:19][CH3:20])[cH:14][cH:15][c:16]([Cl:18])[cH:17]2)=[S:35])[s:9]1. Run in CN(C)C=O (DMF). Isolated yield 76.2%. Reactants: BrC1=C(C=C(C=C1)C1=NOC(C1)(C(F)(F)F)C1=CC(=CC(=C1)Cl)Cl)C (3-(4-bromo-3-methyl-phenyl)-5-(3,5-dichloro-phenyl)-5-trifluoromethyl-4,5-dihydro-isoxazole), C(C)[SiH](CC)CC (triethyl silane), C([O-])([O-])=O.[Na+].[Na+] (sodium carbonate), palladium bis(diphenylphosphine) ferrocene dichloride CH2Cl2. Conditions: temperature 65 celsius. Reaction SMILES: Br[C:2]1[CH:7]=[CH:6][C:5]([C:8]2[CH2:12][C:11]([C:17]3[CH:22]=[C:21]([Cl:23])[CH:20]=[C:19]([Cl:24])[CH:18]=3)([C:13]([F:16])([F:15])[F:14])[O:10][N:9]=2)=[CH:4][C:3]=1[CH3:25].C([SiH](CC)CC)C.[C:33](=O)([O-])[O-:34].[Na+].[Na+]>CN(C=O)C>[Cl:24][C:19]1[CH:18]=[C:17]([C:11]2([C:13]([F:16])([F:15])[F:14])[O:10][N:9]=[C:8]([C:5]3[CH:6]=[CH:7][C:2]([CH:33]=[O:34])=[C:3]([CH3:25])[CH:4]=3)[CH2:12]2)[CH:22]=[C:21]([Cl:23])[CH:20]=1 |f:2.3.4|. Procedure: A mixture of 3-(4-bromo-3-methyl-phenyl)-5-(3,5-dichloro-phenyl)-5-trifluoromethyl-4,5-dihydro-isoxazole (14.20 g, 31.34 mmol), triethyl silane (10.3 mL, 7.53 g, 62.8 mmol), sodium carbonate (5.43 g, 39.3 mmol), palladium bis(diphenylphosphine)-ferrocene dichloride CH2Cl2-complex (1.28 g, 1.57 mmol) and DMF (250 mL) were stirred under an atmosphere of carbon monoxide at 65° C. over night. After cooling to room temperature, the solvent was evaporated and the residue taken up in MTBE (methyl-tert-... Yields the product ClC=1C=C(C=C(C1)Cl)C1(CC(=NO1)C1=CC(=C(C=O)C=C1)C)C(F)(F)F (4-[5-(3,5-Dichloro-phenyl)-5-trifluoromethyl-4,5-dihydro-isoxazol-3-yl]-2-methyl-benzaldehyde). Reactants: Compound 4, OCC1CC(N(CC1)C(=O)OC)C (methyl 4-(hydroxymethyl)-2-methylpiperidine-1-carboxylate), I(=O)(=O)(=O)[O-].[Na+] (sodium periodate). Product: COC(=O)N1C(CC(CC1)C(=O)O)C (1-(Methoxycarbonyl)-2-methylpiperidine-4-carboxylic acid). Procedure details: The compound was prepared as described in Reference Compound 4, Step 5 starting from methyl 4-(hydroxymethyl)-2-methylpiperidine-1-carboxylate, sodium periodate (3.53 g, 16.5 mmol) and ruthenium(III) chloride (0.025 g, 0.12 mmol), which resulted in the title compound. MS m/z 200 (M−H)−. As a reaction SMILES: [OH:1][CH2:2][CH:3]1[CH2:8][CH2:7][N:6]([C:9]([O:11][CH3:12])=[O:10])[CH:5]([CH3:13])[CH2:4]1.I([O-])(=O)(=O)=[O:15].[Na+]>[Ru](Cl)(Cl)Cl>[CH3:12][O:11][C:9]([N:6]1[CH2:7][CH2:8][CH:3]([C:2]([OH:15])=[O:1])[CH2:4][CH:5]1[CH3:13])=[O:10] |f:1.2|. The reagents and catalysts are [Ru](Cl)(Cl)Cl (ruthenium(III) chloride). Starting materials: C(C)(C)(C)OC(=O)N1CCN(CC1)C1=C(C=C(C(=C1)OC)N1CCCCC1)C1CC(CC(C1)(C)C)(C)C (4-[5-methoxy-4-piperidin-1-yl-2-(3,3,5,5-tetramethylcyclohexyl)phenyl]piperazine-1-carboxylic acid t-butyl ester), FC(C(=O)O)(F)F (trifluoroacetic acid), ClCCl (dichloromethane), C(O)([O-])=O.[Na+] (sodium hydrogencarbonate). Run in C(C)(=O)OCC (ethyl acetate). Run at time 10 minute. Product: COC=1C(=CC(=C(C1)N1CCNCC1)C1CC(CC(C1)(C)C)(C)C)N1CCCCC1 (1-[5-Methoxy-4-piperidin-1-yl-2-(3,3,5,5-tetramethylcyclohexyl)phenyl]piperazine). The yield is 79.6%. Reaction SMILES: C(OC([N:8]1[CH2:13][CH2:12][N:11]([C:14]2[CH:19]=[C:18]([O:20][CH3:21])[C:17]([N:22]3[CH2:27][CH2:26][CH2:25][CH2:24][CH2:23]3)=[CH:16][C:15]=2[CH:28]2[CH2:33][C:32]([CH3:35])([CH3:34])[CH2:31][C:30]([CH3:37])([CH3:36])[CH2:29]2)[CH2:10][CH2:9]1)=O)(C)(C)C.FC(F)(F)C(O)=O.ClCCl.C(=O)([O-])O.[Na+]>C(OCC)(=O)C>[CH3:21][O:20][C:18]1[C:17]([N:22]2[CH2:23][CH2:24][CH2:25][CH2:26][CH2:27]2)=[CH:16][C:15]([CH:28]2[CH2:29][C:30]([CH3:36])([CH3:37])[CH2:31][C:32]([CH3:35])([CH3:34])[CH2:33]2)=[C:14]([N:11]2[CH2:10][CH2:9][NH:8][CH2:13][CH2:12]2)[CH:19]=1 |f:3.4|. Reported procedure: A mixture of the 4-[5-methoxy-4-piperidin-1-yl-2-(3,3,5,5-tetramethylcyclohexyl)phenyl]piperazine-1-carboxylic acid t-butyl ester (88 mg, 0.17 mmol) produced in Example (72a), trifluoroacetic acid (0.25 mL, 3.2 mmol) and dichloromethane (0.5 mL) was stirred for 1 hour and 10 minutes at room temperature. Saturated aqueous solution of sodium hydrogencarbonate was added to the reaction mixture and extraction was performed with ethyl acetate. The separated organic layer was dried over anhydrous sodi... Starting materials: C1(CCCCCC1)=NO (cycloheptanone oxime), BrC1=CC=C(C=C1)C=1CCN(CC1)CCCC(=O)OCC (ethyl 4-(4-(4-bromophenyl)-1,2,3,6-tetrahydropyridin-1-yl)-n-butyrate). The product is BrC1=CC=C(C=C1)C=1CCN(CC1)CCCC1=C2C(=NO1)CCCCC2 (3-(3-(4-(4-bromophenyl)-1,2,3,6-tetrahydropyridin-1-yl)propyl)-5,6,7,8-tetrahydro-4H-cyclohepta[c]isoxazole). RXN SMILES: [C:1]1(=[N:8][OH:9])[CH2:7][CH2:6][CH2:5][CH2:4][CH2:3][CH2:2]1.[Br:10][C:11]1[CH:16]=[CH:15][C:14]([C:17]2[CH2:18][CH2:19][N:20]([CH2:23][CH2:24][CH2:25][C:26](OCC)=O)[CH2:21][CH:22]=2)=[CH:13][CH:12]=1>>[Br:10][C:11]1[CH:16]=[CH:15][C:14]([C:17]2[CH2:22][CH2:21][N:20]([CH2:23][CH2:24][CH2:25][C:26]3[O:9][N:8]=[C:1]4[CH2:7][CH2:6][CH2:5][CH2:4][CH2:3][C:2]=34)[CH2:19][CH:18]=2)=[CH:13][CH:12]=1. Procedure details: By the same reaction and treatment as in Example 48 using cycloheptanone oxime and ethyl 4-(4-(4-bromophenyl)-1,2,3,6-tetrahydropyridin-1-yl)-n-butyrate, 3-(3-(4-(4-bromophenyl)-1,2,3,6-tetrahydropyridin-1-yl)propyl)-5,6,7,8-tetrahydro-4H-cyclohepta[c]isoxazole is obtained. Starting materials: C(C)OC(CC1=CC(=C(C=C1)OC)B1OC(C(O1)(C)C)(C)C)=O ([4-methoxy-3-(4,4,5,5-tetramethyl-[1,3,2]dioxaborolan-2-yl)-phenyl]-acetic acid ethyl ester), BrC1=C(C=O)C=CC(=C1)C (2-bromo-4-methylbenzaldehyde). Yields the product C(C)OC(CC=1C=C(C(=CC1)OC)C1=C(C=CC(=C1)C)C=O)=O ((2′-Formyl-6-methoxy-5′-methyl-biphenyl-3-yl)-acetic acid ethyl ester). RXN SMILES: [CH2:1]([O:3][C:4](=[O:23])[CH2:5][C:6]1[CH:11]=[CH:10][C:9]([O:12][CH3:13])=[C:8](B2OC(C)(C)C(C)(C)O2)[CH:7]=1)[CH3:2].Br[C:25]1[CH:32]=[C:31]([CH3:33])[CH:30]=[CH:29][C:26]=1[CH:27]=[O:28]>>[CH2:1]([O:3][C:4](=[O:23])[CH2:5][C:6]1[CH:7]=[C:8]([C:25]2[CH:32]=[C:31]([CH3:33])[CH:30]=[CH:29][C:26]=2[CH:27]=[O:28])[C:9]([O:12][CH3:13])=[CH:10][CH:11]=1)[CH3:2]. Procedure details: Prepared according to the procedure described in Example 1, Step 4, using the following starting materials: [4-methoxy-3-(4,4,5,5-tetramethyl-[1,3,2]dioxaborolan-2-yl)-phenyl]-acetic acid ethyl ester and 2-bromo-4-methylbenzaldehyde. The reactants are O=C(O)Cc1ccc2c(c1)OCO2, CO, [Na+], O=C([O-])O, O=S(=O)(O)O. The product is COC(=O)Cc1ccc2c(c1)OCO2. Reaction SMILES: [CH2:1]1[O:2][c:3]2[cH:4][c:5]([CH2:10][C:11](=[O:12])[OH:13])[cH:6][cH:7][c:8]2[O:9]1.[CH3:24][OH:25].[Na+:23].[O-:19][C:20]([OH:21])=[O:22].[S:14](=[O:15])(=[O:16])([OH:17])[OH:18]>>[CH2:1]1[O:2][c:3]2[cH:4][c:5]([CH2:10][C:11](=[O:12])[O:13][CH3:20])[cH:6][cH:7][c:8]2[O:9]1.